Dataset: the Open Reaction Database (ORD), a public repository of structured organic reaction records. Task: describe an organic reaction: reactants, conditions, products, and yield Reactants: CN(C)CC=1SC=C(N1)CSCCNC(=C[N+](=O)[O-])SC (1-[2-(2-dimethylaminomethyl-4-thiazolylmethylthio)ethyl]amino-1-methylthio-2-nitroethylene), C1(CC1)N (cyclopropylamine). Run in C(C)O (ethanol). Product: CN(C)CC=1SC=C(N1)CSCCNC(=C[N+](=O)[O-])NC1CC1 (N-2-(2-dimethylaminomethyl-4-thiazolylmethylthio)ethyl-N'-cyclopropyl 2-nitro-1,1-ethenediamine). As a reaction SMILES: [CH3:1][N:2]([CH2:4][C:5]1[S:6][CH:7]=[C:8]([CH2:10][S:11][CH2:12][CH2:13][NH:14][C:15](SC)=[CH:16][N+:17]([O-:19])=[O:18])[N:9]=1)[CH3:3].[CH:22]1([NH2:25])[CH2:24][CH2:23]1>C(O)C>[CH3:3][N:2]([CH2:4][C:5]1[S:6][CH:7]=[C:8]([CH2:10][S:11][CH2:12][CH2:13][NH:14][C:15]([NH:25][CH:22]2[CH2:24][CH2:23]2)=[CH:16][N+:17]([O-:19])=[O:18])[N:9]=1)[CH3:1]. Reported procedure: A reaction mixture, prepared from 1-[2-(2-dimethylaminomethyl-4-thiazolylmethylthio)ethyl]amino-1-methylthio-2-nitroethylene, cyclopropylamine and ethanol, was heated to refluxing temperature for about three hours. The solvent was then removed by evaporation and the resulting residue was chromatographed over silica using a gradient elution technique. The desired compound was eluted with a 5:95 methanol:ethyl acetate solvent mixture. Removal of the solvent yielded N-2-(2-dimethylaminomethyl-4-thi...